The task is: describe an organic reaction: reactants, conditions, products, and yield. This data is from the Open Reaction Database (ORD), a public repository of structured organic reaction records. RXN SMILES: [Cl:25][CH2:26][Cl:27].[F:1][C:2]([CH2:3][CH2:4][CH:5]([C:6]#[N:7])[NH:8][CH:9]([CH3:10])[c:11]1[cH:12][cH:13][cH:14][cH:15][cH:16]1)([F:17])[F:18].[NH3:24].[S:19]([OH:20])(=[O:21])(=[O:22])[OH:23]>>[F:1][C:2]([CH2:3][CH2:4][CH:5]([C:6]([NH2:7])=[O:20])[NH:8][CH:9]([CH3:10])[c:11]1[cH:12][cH:13][cH:14][cH:15][cH:16]1)([F:17])[F:18]. Yields the product CC(NC(CCC(F)(F)F)C(N)=O)c1ccccc1. The reactants are ClCCl, CC(NC(C#N)CCC(F)(F)F)c1ccccc1, N, O=S(=O)(O)O.